From a dataset of the Open Reaction Database (ORD), a public repository of structured organic reaction records. describe an organic reaction: reactants, conditions, products, and yield The reactants are CC(C)O, CCN(C(C)C)C(C)C, N#Cc1cccnc1Cl, NCc1ccc(F)cc1. Yields the product N#Cc1cccnc1NCc1ccc(F)cc1. As a reaction SMILES: [CH3:28][CH:29]([OH:30])[CH3:31].[CH:19]([N:20]([CH2:21][CH3:22])[CH:23]([CH3:24])[CH3:25])([CH3:26])[CH3:27].[Cl:1][c:2]1[c:3]([C:4]#[N:5])[cH:6][cH:7][cH:8][n:9]1.[F:10][c:11]1[cH:12][cH:13][c:14]([CH2:15][NH2:16])[cH:17][cH:18]1>>[c:2]1([NH:16][CH2:15][c:14]2[cH:13][cH:12][c:11]([F:10])[cH:18][cH:17]2)[c:3]([C:4]#[N:5])[cH:6][cH:7][cH:8][n:9]1. Reactants: Cc1ccccc1, Cc1c(CO)sc2c(N3CCOCC3)nc(Cl)nc12, BrP(Br)Br. Product: Cc1c(CBr)sc2c(N3CCOCC3)nc(Cl)nc12. RXN SMILES: [CH3:24][c:25]1[cH:26][cH:27][cH:28][cH:29][cH:30]1.[Cl:1][c:2]1[n:3][c:4]([N:14]2[CH2:15][CH2:16][O:17][CH2:18][CH2:19]2)[c:5]2[c:6]([n:7]1)[c:8]([CH3:13])[c:9]([CH2:11][OH:12])[s:10]2.[P:20]([Br:21])([Br:22])[Br:23]>>[Cl:1][c:2]1[n:3][c:4]([N:14]2[CH2:15][CH2:16][O:17][CH2:18][CH2:19]2)[c:5]2[c:6]([n:7]1)[c:8]([CH3:13])[c:9]([CH2:11][Br:21])[s:10]2. Reactants: CN(C)C(=N)N(C)C, CO, CC(N)C(Oc1ccc2c(cnn2-c2ccc(F)cc2)c1)c1ccc(SC2CC2)cc1, CCOC(=O)C(F)(F)F. The product is CC(NC(=O)C(F)(F)F)C(Oc1ccc2c(cnn2-c2ccc(F)cc2)c1)c1ccc(SC2CC2)cc1. As a reaction SMILES: [CH3:32][N:33]([CH3:34])[C:35]([N:36]([CH3:37])[CH3:38])=[NH:39].[CH3:49][OH:50].[F:1][c:2]1[cH:3][cH:4][c:5](-[n:8]2[n:9][cH:10][c:11]3[cH:12][c:13]([O:17][CH:18]([CH:19]([CH3:20])[NH2:21])[c:22]4[cH:23][cH:24][c:25]([S:28][CH:29]5[CH2:30][CH2:31]5)[cH:26][cH:27]4)[cH:14][cH:15][c:16]23)[cH:6][cH:7]1.[F:40][C:41]([C:42](=[O:43])[O:44][CH2:45][CH3:46])([F:47])[F:48]>>[F:1][c:2]1[cH:3][cH:4][c:5](-[n:8]2[n:9][cH:10][c:11]3[cH:12][c:13]([O:17][CH:18]([CH:19]([CH3:20])[NH:21][C:42]([C:41]([F:40])([F:47])[F:48])=[O:43])[c:22]4[cH:23][cH:24][c:25]([S:28][CH:29]5[CH2:30][CH2:31]5)[cH:26][cH:27]4)[cH:14][cH:15][c:16]23)[cH:6][cH:7]1. Reactants: CCn1c(=O)c2cc(CO)cn2c2ccccc21, ClC(Cl)Cl. The product is CCn1c(=O)c2cc(C=O)cn2c2ccccc21. RXN SMILES: [CH2:1]([CH3:2])[n:3]1[c:4](=[O:18])[c:5]2[n:6]([c:7]3[cH:8][cH:9][cH:10][cH:11][c:12]13)[cH:13][c:14]([CH2:16][OH:17])[cH:15]2.[CH:19]([Cl:20])([Cl:21])[Cl:22]>>[CH2:1]([CH3:2])[n:3]1[c:4](=[O:18])[c:5]2[n:6]([c:7]3[cH:8][cH:9][cH:10][cH:11][c:12]13)[cH:13][c:14]([CH:16]=[O:17])[cH:15]2. The reactants are C1CCOC1, [Li]CCCC, Clc1nc(N2CCOCC2)c2sccc2n1, [Li], O=C=O. Yields the product O=C(O)c1cc2nc(Cl)nc(N3CCOCC3)c2s1. RXN SMILES: [CH2:26]1[O:27][CH2:28][CH2:29][CH2:30]1.[CH3:17][CH2:18][CH2:19][CH2:20][Li:21].[Cl:1][c:2]1[n:3][c:4]([N:11]2[CH2:12][CH2:13][O:14][CH2:15][CH2:16]2)[c:5]2[c:6]([n:7]1)[cH:8][cH:9][s:10]2.[Li:22].[O:23]=[C:24]=[O:25]>>[Cl:1][c:2]1[n:3][c:4]([N:11]2[CH2:12][CH2:13][O:14][CH2:15][CH2:16]2)[c:5]2[c:6]([n:7]1)[cH:8][c:9]([C:24](=[O:23])[OH:25])[s:10]2. Starting materials: O=C([O-])[O-], CCOC(C)=O, COc1ccc2nc(-c3cccc(OC)c3Br)sc2c1, CB(O)O, Cc1ccccc1, [K+], [K+], c1ccc(P(c2ccccc2)(c2ccccc2)[Pd](P(c2ccccc2)(c2ccccc2)c2ccccc2)(P(c2ccccc2)(c2ccccc2)c2ccccc2)P(c2ccccc2)(c2ccccc2)c2ccccc2)cc1. The product is COc1ccc2nc(-c3cccc(OC)c3C)sc2c1. Reaction SMILES: [C:21](=[O:22])([O-:23])[O-:24].[CH2:38]([O:39][C:40](=[O:41])[CH3:42])[CH3:43].[CH3:1][O:2][c:3]1[cH:4][c:5]2[c:6]([n:7][c:8](-[c:10]3[c:11]([Br:18])[c:12]([O:16][CH3:17])[cH:13][cH:14][cH:15]3)[s:9]2)[cH:19][cH:20]1.[CH3:27][B:28]([OH:29])[OH:30].[CH3:31][c:32]1[cH:33][cH:34][cH:35][cH:36][cH:37]1.[K+:25].[K+:26].[cH:44]1[cH:45][cH:46][c:47]([P:48]([Pd:49]([P:50]([c:51]2[cH:52][cH:53][cH:54][cH:55][cH:56]2)([c:57]2[cH:58][cH:59][cH:60][cH:61][cH:62]2)[c:63]2[cH:64][cH:65][cH:66][cH:67][cH:68]2)([P:69]([c:70]2[cH:71][cH:72][cH:73][cH:74][cH:75]2)([c:76]2[cH:77][cH:78][cH:79][cH:80][cH:81]2)[c:82]2[cH:83][cH:84][cH:85][cH:86][cH:87]2)[P:88]([c:89]2[cH:90][cH:91][cH:92][cH:93][cH:94]2)([c:95]2[cH:96][cH:97][cH:98][cH:99][cH:100]2)[c:101]2[cH:102][cH:103][cH:104][cH:105][cH:106]2)([c:107]2[cH:108][cH:109][cH:110][cH:111][cH:112]2)[c:113]2[cH:114][cH:115][cH:116][cH:117][cH:118]2)[cH:119][cH:120]1>>[CH3:1][O:2][c:3]1[cH:4][c:5]2[c:6]([n:7][c:8](-[c:10]3[c:11]([CH3:21])[c:12]([O:16][CH3:17])[cH:13][cH:14][cH:15]3)[s:9]2)[cH:19][cH:20]1. Reactants: C[Sn](C1=NC=C(C=C1)C#N)(C)C (2-trimethylstannyl-5-cyano-pyridine), BrC1=CC=C(O1)C=1C=C(C#N)C=CC1 (3-(5-bromofuran-2-yl)-benzonitrile). The reagents and catalysts are C=1C=CC(=CC1)[P](C=2C=CC=CC2)(C=3C=CC=CC3)[Pd]([P](C=4C=CC=CC4)(C=5C=CC=CC5)C=6C=CC=CC6)([P](C=7C=CC=CC7)(C=8C=CC=CC8)C=9C=CC=CC9)[P](C=1C=CC=CC1)(C=1C=CC=CC1)C=1C=CC=CC1 (Pd(PPh3)4). The solvent is C1(=CC=CC=C1)C (toluene). Run at temperature 110 celsius, time 15 hour. Product: C(#N)C=1C=CC(=NC1)C1=CC=C(O1)C=1C=C(C#N)C=CC1 (3-(5-(5-cyano-2-pyridyl)-2-furyl)-benzonitrile). Yield: 23.0%. Reaction SMILES: C[Sn](C)(C)[C:3]1[CH:8]=[CH:7][C:6]([C:9]#[N:10])=[CH:5][N:4]=1.Br[C:14]1[O:18][C:17]([C:19]2[CH:20]=[C:21]([CH:24]=[CH:25][CH:26]=2)[C:22]#[N:23])=[CH:16][CH:15]=1>C1(C)C=CC=CC=1.C1C=CC([P]([Pd]([P](C2C=CC=CC=2)(C2C=CC=CC=2)C2C=CC=CC=2)([P](C2C=CC=CC=2)(C2C=CC=CC=2)C2C=CC=CC=2)[P](C2C=CC=CC=2)(C2C=CC=CC=2)C2C=CC=CC=2)(C2C=CC=CC=2)C2C=CC=CC=2)=CC=1>[C:9]([C:6]1[CH:7]=[CH:8][C:3]([C:14]2[O:18][C:17]([C:19]3[CH:20]=[C:21]([CH:24]=[CH:25][CH:26]=3)[C:22]#[N:23])=[CH:16][CH:15]=2)=[N:4][CH:5]=1)#[N:10] |^1:37,39,58,77|. Procedure details: In a similar fashion, Pd(PPh3)4 (10 Mg, 0.009 mmol) was added to a solution of 2-trimethylstannyl-5-cyano-pyridine (22.7 mg, 0.085 mmol) and 3-(5-bromofuran-2-yl)-benzonitrile (31 mg, 0.125 mmol) in toluene (1 mL) under argon. The resulting solution was stirred at 110° C. for 15 h. After cooling to room temperature, the solvent was removed in vacuo. Chromatography (5g silica gel SPE tube, 50% chloroform in hexane to 20% ethyl acetate in 1:1 chloroform:hexane) followed by triturating with 50% dic... Reactants: COC(=O)C=1C(C(=C(NC1C)C)C(=O)OCCOC1=CC=C(C=C1)CCN)C1=CC(=CC=C1)[N+](=O)[O-] (1,4-dihydro-2,6-dimethyl-4-(m-nitrophenyl)-pyridine-3,5-dicarboxylic acid 3-{2-[p-(2-aminoethyl)-phenoxy]-ethyl}-ester 5-methyl ester), O1C(COC2=C(C#N)C=CC=C2)C1 (2-(2,3-epoxypropoxy)-benzonitrile). The solvent is C(C)(C)O (isopropanol). The product is COC(=O)C=1C(C(=C(NC1C)C)C(=O)OCCOC1=CC=C(C=C1)CCNCC(COC1=C(C=CC=C1)C#N)O)C1=CC(=CC=C1)[N+](=O)[O-] (1,4-dihydro-2,6-dimethyl-4-(m-nitrophenyl)-pyridine-3,5-dicarboxylic acid 3-{{{2-{{p-{2-[3-(o-cyanophenoxy)-2-hydroxypropylamino]-ethyl}-phenoxy}}-ethyl}}}-ester 5-methyl ester). Reaction SMILES: [CH3:1][O:2][C:3]([C:5]1[CH:6]([C:28]2[CH:33]=[CH:32][CH:31]=[C:30]([N+:34]([O-:36])=[O:35])[CH:29]=2)[C:7]([C:13]([O:15][CH2:16][CH2:17][O:18][C:19]2[CH:24]=[CH:23][C:22]([CH2:25][CH2:26][NH2:27])=[CH:21][CH:20]=2)=[O:14])=[C:8]([CH3:12])[NH:9][C:10]=1[CH3:11])=[O:4].[O:37]1[CH2:49][CH:38]1[CH2:39][O:40][C:41]1[CH:48]=[CH:47][CH:46]=[CH:45][C:42]=1[C:43]#[N:44]>C(O)(C)C>[CH3:1][O:2][C:3]([C:5]1[CH:6]([C:28]2[CH:33]=[CH:32][CH:31]=[C:30]([N+:34]([O-:36])=[O:35])[CH:29]=2)[C:7]([C:13]([O:15][CH2:16][CH2:17][O:18][C:19]2[CH:20]=[CH:21][C:22]([CH2:25][CH2:26][NH:27][CH2:49][CH:38]([OH:37])[CH2:39][O:40][C:41]3[CH:48]=[CH:47][CH:46]=[CH:45][C:42]=3[C:43]#[N:44])=[CH:23][CH:24]=2)=[O:14])=[C:8]([CH3:12])[NH:9][C:10]=1[CH3:11])=[O:4]. Reported procedure: A mixture of 4.1 g (8.3 mmol) of 1,4-dihydro-2,6-dimethyl-4-(m-nitrophenyl)-pyridine-3,5-dicarboxylic acid 3-{2-[p-(2-aminoethyl)-phenoxy]-ethyl}-ester 5-methyl ester and 1.6 g of 2-(2,3-epoxypropoxy)-benzonitrile in 20 ml of isopropanol is heated under reflux for 2 hours and then concentrated to dryness by evaporation under reduced pressure. The residue is dissolved in 20 ml of 1N methanesulphonic acid and extracted with 40 ml of ethyl acetate. The aqueous phase is separated off and rendered al... The reactants are O=C1N(C(C(N1C)(COCC=C)C1=CC=CC=C1)=O)C1=CC(=C(C#N)C=C1)C(F)(F)F (4-[2,5-dioxo-3-methyl-4-phenyl-4-[(2-propenyloxy)methyl]imidazolidin-1-yl]-2-trifluoromethylbenzonitrile), C([O-])(O)=O.[Na+] (sodium bicarbonate). The solvent is ClCCl (dichloromethane), ClCCl (dichloromethane). Reaction conditions: time 3 hour. The product is O=C1N(C(C(N1C)(C1=CC=CC=C1)CO)=O)C1=CC(=C(C#N)C=C1)C(F)(F)F (4-[2,5-Dioxo-4-hydroxymethyl-3-methyl-4-phenylimidazolidin-1-yl]-2-trifluoromethylbenzonitrile). RXN SMILES: [O:1]=[C:2]1[N:6]([CH3:7])[C:5]([C:13]2[CH:18]=[CH:17][CH:16]=[CH:15][CH:14]=2)([CH2:8][O:9]CC=C)[C:4](=[O:19])[N:3]1[C:20]1[CH:27]=[CH:26][C:23]([C:24]#[N:25])=[C:22]([C:28]([F:31])([F:30])[F:29])[CH:21]=1.C(=O)(O)[O-].[Na+]>ClCCl>[O:1]=[C:2]1[N:6]([CH3:7])[C:5]([CH2:8][OH:9])([C:13]2[CH:14]=[CH:15][CH:16]=[CH:17][CH:18]=2)[C:4](=[O:19])[N:3]1[C:20]1[CH:27]=[CH:26][C:23]([C:24]#[N:25])=[C:22]([C:28]([F:31])([F:29])[F:30])[CH:21]=1 |f:1.2|. Procedure: To a solution of 0.52 g of 4-[2,5-dioxo-3-methyl-4-phenyl-4-[(2-propenyloxy)methyl]imidazolidin-1-yl]-2-trifluoromethylbenzonitrile in 40 mL of dichloromethane is added 2 mL of trifluoroborane-dimethylsulfide complex in 10 mL of dichloromethane. The mixture is stirred at rt for 3 hours and poured into a saturated aqueous sodium bicarbonate solution and extracted with ethyl acetate. The organic layer is dried over magnesium sulfate, filtered and evaporated. The crude product is purified by chroma... Reactants: C(C)(=O)O (acetic acid), ClCCl (dichloromethane), 16a, N[C@H](CCNCC(C)C)C ([(3S)-3-aminobutyl](2-methylpropyl)amine), FC1=C(C=CC(=C1)F)CNC(=O)C=1C(C(=C2N(C[C@@H]3N([C@H](CCN3CC(C)C)C)C2=O)C1)O)=O ((4S,12aS)—N-[(2,4-Difluorophenyl)methyl]-7-hydroxy-4-methyl-1-(2-methylpropyl)-6,8-dioxo-1,2,3,4,6,8,12,12a-octahydropyrido[1′,2′:4,5]pyrazino[1,2-a]pyrimidine-9-carboxamide). Product: Cl.Cl.N[C@H](CCNCC(C)C)C ([(3S)-3-Aminobutyl](2-methylpropyl)amine dihydrochloride), FC1=C(C=CC(=C1)F)CNC(=O)C=1C(C(=C2N(C[C@@H]3N([C@H](CCN3CC(C)C)C)C2=O)C1)O)=O ((4S,12aS)—N-[(2,4-Difluorophenyl)methyl]-7-hydroxy-4-methyl-1-(2-methylpropyl)-6,8-dioxo-1,2,3,4,6,8,12,12a-octahydropyrido[1′,2′:4,5]pyrazino[1,2-a]pyrimidine-9-carboxamide), FC1=C(C=CC(=C1)F)CNC(=O)C=1C(C(=C2N(C[C@@H]3N([C@H](CCN3CC(C)C)C)C2=O)C1)OCC1=CC=CC=C1)=O ((4S,12aS)—N-[(2,4-difluorophenyl)methyl]-4-methyl-1-(2-methylpropyl)-6,8-dioxo-7-[(phenylmethyl)oxy]-1,2,3,4,6,8,12,12a-octahydropyrido[1′,2′:4,5]pyrazino[1,2-a]pyrimidine-9-carboxamide). Isolated yield 76.0%. RXN SMILES: [F:1][C:2]1[CH:7]=[C:6]([F:8])[CH:5]=[CH:4][C:3]=1[CH2:9][NH:10][C:11]([C:13]1[C:14](=[O:34])[C:15]([OH:33])=[C:16]2[C:30](=[O:31])[N:20]3[C@@H:21]([CH3:29])[CH2:22][CH2:23][N:24]([CH2:25][CH:26]([CH3:28])[CH3:27])[C@@H:19]3[CH2:18][N:17]2[CH:32]=1)=[O:12].N[C@@H:36]([CH3:44])[CH2:37][CH2:38]NCC(C)C.[C:45]([OH:48])(=O)[CH3:46].[Cl:49][CH2:50]Cl>>[ClH:49].[ClH:49].[NH2:20][C@@H:21]([CH3:29])[CH2:22][CH2:23][NH:24][CH2:25][CH:26]([CH3:28])[CH3:27].[F:1][C:2]1[CH:7]=[C:6]([F:8])[CH:5]=[CH:4][C:3]=1[CH2:9][NH:10][C:11]([C:13]1[C:14](=[O:34])[C:15]([OH:33])=[C:16]2[C:30](=[O:31])[N:20]3[C@@H:21]([CH3:29])[CH2:22][CH2:23][N:24]([CH2:25][CH:26]([CH3:27])[CH3:28])[C@@H:19]3[CH2:18][N:17]2[CH:32]=1)=[O:12].[F:1][C:2]1[CH:7]=[C:6]([F:8])[CH:5]=[CH:4][C:3]=1[CH2:9][NH:10][C:11]([C:13]1[C:14](=[O:34])[C:15]([O:48][CH2:45][C:46]2[CH:44]=[CH:36][CH:37]=[CH:38][CH:50]=2)=[C:16]2[C:30](=[O:31])[N:20]3[C@@H:21]([CH3:29])[CH2:22][CH2:23][N:24]([CH2:25][CH:26]([CH3:28])[CH3:27])[C@@H:19]3[CH2:18][N:17]2[CH:32]=1)=[O:12] |f:4.5.6|. Procedure: 1,1-Dimethylethyl[(1S)-2-cyano-1-methylethyl]carbamate. The nitrile was prepared in two steps using a modified procedure as described in example Z-29. To a stirred solution of (2S)-2-({[(1,1-dimethylethyl)oxy]carbonyl}amino)propyl methanesulfonate (8.40 g, 33.2 mmol) in DMSO (50 mL) and KCN (6.51 g, 100.0 mmol) cooled to 0° C. was added 18-crown-6 (9.05 g, 34.3 mmol). The solution was allowed to warm to room temperature and then heated to 70° C. for 1 hour. After cooling at room temperature, wat...